This data is from the Open Reaction Database (ORD), a public repository of structured organic reaction records. The task is: describe an organic reaction: reactants, conditions, products, and yield The reactants are Br (HBr), CC(C)(C)C1=CN=C(O1)CSC1=CN=C(S1)NC(=O)C1CCNCC1 (N-[5-[[[5-(1,1-dimethylethyl)-2-oxazolyl]methyl]thio]-2-thiazolyl]-4-piperidinecarboxamide). The solvent is CCO (EtOH). Run at temperature -40 celsius. The product is Br.CC(C)(C)C1=CN=C(O1)CSC1=CN=C(S1)NC(=O)C1CCNCC1 (N-[5-[[[5-(1,1-Dimethylethyl)-2-oxazolyl]methyl]thio]-2-thiazolyl]-4-piperidinecarboxamide, monohydrobromide). Isolated yield 72.0%. As a reaction SMILES: [BrH:1].[CH3:2][C:3]([C:6]1[O:10][C:9]([CH2:11][S:12][C:13]2[S:17][C:16]([NH:18][C:19]([CH:21]3[CH2:26][CH2:25][NH:24][CH2:23][CH2:22]3)=[O:20])=[N:15][CH:14]=2)=[N:8][CH:7]=1)([CH3:5])[CH3:4]>CCO>[BrH:1].[CH3:5][C:3]([C:6]1[O:10][C:9]([CH2:11][S:12][C:13]2[S:17][C:16]([NH:18][C:19]([CH:21]3[CH2:22][CH2:23][NH:24][CH2:25][CH2:26]3)=[O:20])=[N:15][CH:14]=2)=[N:8][CH:7]=1)([CH3:2])[CH3:4] |f:3.4|. Reported procedure: To a solution of 1M HBr in EtOH (0.5 mL) was added N-[5-[[[5-(1,1-dimethylethyl)-2-oxazolyl]methyl]thio]-2-thiazolyl]-4-piperidinecarboxamide (190 mg, 0.5 mmol, 1 eq) then cooled to -40° C. overnight. The solid precipitate that formed was collected on a Buchner funnel, washed with absolute EtOH then dried under vacuum at 100° C. to afford the title compound (72%) as a fine white powder, mp 235-237° C. Analysis calc'd for C17H24N4O2S2.HBr: C, 44.24; H, 5.46; N, 12.14; S, 13.89; Br, 17.31. Found: ... Reactants: CC(C)(C)OC(=O)N1CCC(Cc2noc(-c3cc4c(C#N)nccc4o3)n2)CC1, CO, ClC(Cl)Cl, [Na+], [Na+], O=S([O-])([O-])=S. Yields the product N#Cc1nccc2oc(-c3nc(CC4CCNCC4)no3)cc12. RXN SMILES: [C:1]([O:2][C:3](=[O:4])[N:8]1[CH2:9][CH2:10][CH:11]([CH2:14][c:15]2[n:16][o:17][c:18](-[c:20]3[cH:21][c:22]4[c:23]([C:29]#[N:30])[n:24][cH:25][cH:26][c:27]4[o:28]3)[n:19]2)[CH2:12][CH2:13]1)([CH3:5])([CH3:6])[CH3:7].[CH3:31][OH:32].[Cl:40][CH:41]([Cl:42])[Cl:43].[Na+:33].[Na+:34].[O-:35][S:36]([O-:37])(=[S:38])=[O:39]>>[NH:8]1[CH2:9][CH2:10][CH:11]([CH2:14][c:15]2[n:16][o:17][c:18](-[c:20]3[cH:21][c:22]4[c:23]([C:29]#[N:30])[n:24][cH:25][cH:26][c:27]4[o:28]3)[n:19]2)[CH2:12][CH2:13]1. The reactants are O (water), O (water), CSC1=C(C#N)C=CC(=C1)S(F)(F)(F)(F)F (2-methylthio-4-pentafluorosulphanylbenzonitrile), [OH-].[Na+] (sodium hydroxide), Cl (hydrochloric acid). The solvent is C(CO)O (ethylene glycol). The product is CSC1=C(C(=O)O)C=CC(=C1)S(F)(F)(F)(F)F (2-methylthio-4-pentafluorosulphanylbenzoic acid). Reaction SMILES: [CH3:1][S:2][C:3]1[CH:10]=[C:9]([S:11]([F:16])([F:15])([F:14])([F:13])[F:12])[CH:8]=[CH:7][C:4]=1[C:5]#N.[OH-:17].[Na+].Cl.[OH2:20]>C(O)CO>[CH3:1][S:2][C:3]1[CH:10]=[C:9]([S:11]([F:16])([F:15])([F:14])([F:13])[F:12])[CH:8]=[CH:7][C:4]=1[C:5]([OH:20])=[O:17] |f:1.2|. Procedure: A mixture of 2-methylthio-4-pentafluorosulphanylbenzonitrile (0.47 g) and sodium hydroxide (0.2 g) in a mixture of water and ethylene glycol (1:5) was heated at reflux for 5 hours. The cooled mixture was diluted (water), acidified (hydrochloric acid) and the solid filtered, washed (water) and dried to give 2-methylthio-4-pentafluorosulphanylbenzoic acid (0.38 g), m.p.150-152° C. Reactants: C=CCI, COc1cnc2ccc(=O)[nH]c2c1, [H-], [Na+], CN(C)C=O, O. Product: C=CCn1c(=O)ccc2ncc(OC)cc21. RXN SMILES: [CH2:16]([CH:17]=[CH2:18])[I:19].[CH3:1][O:2][c:3]1[cH:4][n:5][c:6]2[cH:7][cH:8][c:9](=[O:13])[nH:10][c:11]2[cH:12]1.[H-:14].[Na+:15].[O:20]=[CH:21][N:22]([CH3:23])[CH3:24].[OH2:25]>>[CH3:1][O:2][c:3]1[cH:4][n:5][c:6]2[cH:7][cH:8][c:9](=[O:13])[n:10]([CH2:18][CH:17]=[CH2:16])[c:11]2[cH:12]1.